The task is: describe an organic reaction: reactants, conditions, products, and yield. This data is from the Open Reaction Database (ORD), a public repository of structured organic reaction records. The reactants are O.O.[Sn](Cl)Cl (tin (II) chloride dihydrate), N(=O)[O-].[Na+] (sodium nitrite), Cl.NC1=CC2=C(NC(=N2)C)C=C1 (5-Amino-2-methyl-1H-benzimidazol hydrochloride). The solvent is Cl (hydrochloric acid), Cl (hydrochloric acid). Reaction conditions: temperature 0 celsius, time 20 minute. Product: CC1=NC2=C(N1)C=CC(=C2)NN ((2-methyl-1H-benzimidazol-5-yl)-hydrazine). Reaction SMILES: Cl.[NH2:2][C:3]1[CH:12]=[CH:11][C:6]2[NH:7][C:8]([CH3:10])=[N:9][C:5]=2[CH:4]=1.[N:13]([O-])=O.[Na+].O.O.[Sn](Cl)Cl>Cl>[CH3:10][C:8]1[NH:7][C:6]2[CH:11]=[CH:12][C:3]([NH:2][NH2:13])=[CH:4][C:5]=2[N:9]=1 |f:0.1,2.3,4.5.6|. Procedure details: 5-Amino-2-methyl-1H-benzimidazol hydrochloride (16.51 g) was dissolved in concentrated hydrochloric acid (200 ml), and this was cooled to 0° C. An aqueous solution (15 ml) of sodium nitrite (7.59 g) was added dropwise thereto at 0° C. over 20 minutes. This was stirred for 20 minutes. Then, a concentrated hydrochloric acid solution (20 ml) of tin (II) chloride dihydrate (55.7 g) was added dropwise thereto at 0° C. over one hour, and then this was stirred for 30 minutes. The precipitated solid was... The reactants are O(C1=CC=CC=C1)C(=O)N1C(CCC1)=O (1-phenoxycarbonyl-2-oxopyrrolidine), COC1=CC=C(C=C1)NCCN (2-(4-methoxyphenylamino)ethylamine). Run in C1(=CC=CC=C1)C.C(C)(=O)OCC (toluene ethyl acetate). Yields the product COC1=CC=C(C=C1)NCCNC(=O)N1C(CCC1)=O (1-[[2-(4-Methoxyphenyl)aminoethyl]carbamoyl]-2-oxopyrrolidine). Yield: 91.4%. Reaction SMILES: O([C:8]([N:10]1[CH2:14][CH2:13][CH2:12][C:11]1=[O:15])=[O:9])C1C=CC=CC=1.[CH3:16][O:17][C:18]1[CH:23]=[CH:22][C:21]([NH:24][CH2:25][CH2:26][NH2:27])=[CH:20][CH:19]=1>C1(C)C=CC=CC=1.C(OCC)(=O)C>[CH3:16][O:17][C:18]1[CH:23]=[CH:22][C:21]([NH:24][CH2:25][CH2:26][NH:27][C:8]([N:10]2[CH2:14][CH2:13][CH2:12][C:11]2=[O:15])=[O:9])=[CH:20][CH:19]=1 |f:2.3|. Procedure details: A mixture of 4.0 g (19.5 mmol) of 1-phenoxycarbonyl-2-oxopyrrolidine and 3.4 g (20.4 mmol) of 2-(4-methoxyphenylamino)ethylamine was heated at 115°-120° C. for 4 hr. The reaction solution was refined by silica gel column chromatography, whereby 4.94 g (87.0%) of the objective product (Ia-1) was obtained from the eluate with toluene-ethyl acetate (3/1 v/v). The needles melting at 83.5°-84.5° C. were obtained by recrystallizing from ethanol. Starting materials: C=C1CC(C(=O)O)N(C(=O)OC(C)(C)C)C1, CC(C)O. Yields the product CC1CC(C(=O)O)N(C(=O)OC(C)(C)C)C1. Reaction SMILES: [C:1]([CH3:2])([CH3:3])([CH3:4])[O:5][C:6](=[O:7])[N:8]1[CH:9]([C:14](=[O:15])[OH:16])[CH2:10][C:11](=[CH2:13])[CH2:12]1.[CH3:17][CH:18]([OH:19])[CH3:20]>>[C:1]([CH3:2])([CH3:3])([CH3:4])[O:5][C:6](=[O:7])[N:8]1[CH:9]([C:14](=[O:15])[OH:16])[CH2:10][CH:11]([CH3:13])[CH2:12]1. Starting materials: C(C)(=O)OC=1C=C2C(CC(OC2=CC1C(CC(C)(C)C)(C)C)(C)COC1=CC=C(C=C1)CC(C(=O)OCC)Cl)=O (ethyl 3-{4-[6-acetoxy-2-methyl-4-oxo-7-(1,1,3,3-tetramethylbutyl) chroman-2-ylmethoxy]phenyl}-2-chloropropionate), NC(=S)N (thiourea), S1(=O)(=O)CCCC1 (sulfolane). Product: C(C)(=O)OC=1C=C2C(CC(OC2=CC1C(CC(C)(C)C)(C)C)(C)COC1=CC=C(CC2C(NC(S2)=O)=O)C=C1)=O (5-{4-[6-Acetoxy-2-methyl-4-oxo-7-(1,1,3,3-tetramethylbutyl)chroman-2-ylmethoxy]benzyl}thiazolidine -2,4-dione). Reaction SMILES: [C:1]([O:4][C:5]1[CH:6]=[C:7]2[C:12](=[CH:13][C:14]=1[C:15]([CH3:22])([CH3:21])[CH2:16][C:17]([CH3:20])([CH3:19])[CH3:18])[O:11][C:10]([CH2:24][O:25][C:26]1[CH:31]=[CH:30][C:29]([CH2:32][CH:33](Cl)[C:34](OCC)=[O:35])=[CH:28][CH:27]=1)([CH3:23])[CH2:9][C:8]2=[O:40])(=[O:3])[CH3:2].[NH2:41][C:42](N)=[S:43].S1(CCCC1)(=O)=[O:46]>>[C:1]([O:4][C:5]1[CH:6]=[C:7]2[C:12](=[CH:13][C:14]=1[C:15]([CH3:22])([CH3:21])[CH2:16][C:17]([CH3:20])([CH3:19])[CH3:18])[O:11][C:10]([CH2:24][O:25][C:26]1[CH:31]=[CH:30][C:29]([CH2:32][CH:33]3[S:43][C:42](=[O:46])[NH:41][C:34]3=[O:35])=[CH:28][CH:27]=1)([CH3:23])[CH2:9][C:8]2=[O:40])(=[O:3])[CH3:2]. Reported procedure: The procedure described in Example 2 was repeated, but using 7.3 g of ethyl 3-{4-[6-acetoxy-2-methyl-4-oxo-7-(1,1,3,3-tetramethylbutyl) chroman-2-ylmethoxy]phenyl}-2-chloropropionate (prepared as described in Preparation 25), 1.3 g of thiourea and 8 ml of sulfolane, to give the title compound as a slightly yellow powder, softening at 80° -88° C. Reactants: Sc1ccc(Cl)cc1, CN1C2CCC1CC(OS(=O)(=O)C(F)(F)F)C2, [H-], [H][H], [Na+]. The product is CN1C2CCC1CC(Sc1ccc(Cl)cc1)C2. As a reaction SMILES: [Cl:3][c:4]1[cH:5][cH:6][c:7]([SH:10])[cH:8][cH:9]1.[F:13][C:14]([F:15])([F:16])[S:17]([O:18][CH:19]1[CH2:20][CH:21]2[CH2:22][CH2:23][CH:24]([CH2:25]1)[N:26]2[CH3:27])(=[O:28])=[O:29].[H-:1].[H:11][H:12].[Na+:2]>>[Cl:3][c:4]1[cH:5][cH:6][c:7]([S:10][CH:19]2[CH2:20][CH:21]3[CH2:22][CH2:23][CH:24]([CH2:25]2)[N:26]3[CH3:27])[cH:8][cH:9]1. Reactants: N([C@@H](CC1=CC=CC=C1)C(=O)O)C(=O)OCC1=CC=CC=C1 (Z-Phe-OH), N[C@H](CC1=CNC2=CC=CC=C12)C(=O)OC.Cl (H-D-Trp-OMe.HCl), CCN=C=NCCCN(C)C (EDCI), C=1C=CC2=C(C1)N=NN2O (HOBT), CN1CCOCC1 (NMM). Solvent: C1CCOC1 (THF). Conditions: time 15 hour. Product: N([C@@H](CC1=CC=CC=C1)C(=O)N[C@H](CC1=CNC2=CC=CC=C12)C(=O)OC)C(=O)OCC1=CC=CC=C1 (Z-Phe-D-Trp-OMe). The yield is 48.0%. RXN SMILES: [NH:1]([C:13]([O:15][CH2:16][C:17]1[CH:22]=[CH:21][CH:20]=[CH:19][CH:18]=1)=[O:14])[C@H:2]([C:10]([OH:12])=O)[CH2:3][C:4]1[CH:9]=[CH:8][CH:7]=[CH:6][CH:5]=1.[NH2:23][C@@H:24]([C:35]([O:37][CH3:38])=[O:36])[CH2:25][C:26]1[C:34]2[C:29](=[CH:30][CH:31]=[CH:32][CH:33]=2)[NH:28][CH:27]=1.Cl.CCN=C=NCCCN(C)C.C1C=CC2N(O)N=NC=2C=1.CN1CCOCC1>C1COCC1>[NH:1]([C:13]([O:15][CH2:16][C:17]1[CH:22]=[CH:21][CH:20]=[CH:19][CH:18]=1)=[O:14])[C@H:2]([C:10]([NH:23][C@@H:24]([C:35]([O:37][CH3:38])=[O:36])[CH2:25][C:26]1[C:34]2[C:29](=[CH:30][CH:31]=[CH:32][CH:33]=2)[NH:28][CH:27]=1)=[O:12])[CH2:3][C:4]1[CH:5]=[CH:6][CH:7]=[CH:8][CH:9]=1 |f:1.2|. Procedure: 0.60 g (2 mmol) of Z-Phe-OH, 0.51 g (2 mmol) of H-D-Trp-OMe.HCl, 0.46 g (2.4 mmol) of EDCI, 0.32 g (2.4 mmol) of HOBT and 0.44 ml (4 mmol) of NMM are dissolved at -10° C. in 10 ml THF and stirred at room temperature for 15 hours. The THF is distilled off under vacuum, the residue dissolved in 50 ml ethyl acetate and the organic phase washed three times with 10 ml 0.5 N HCl, 10% NaHCO3 solution and water respectively. The organic phase is dried with MgSO4 and the solvent distilled off under vacuu... Reactants: C(C)N1C2=C(N(C(C3=C1N=CC=C3)=O)C)C=CC(=N2)OS(=O)(=O)C(F)(F)F (5,11-dihydro-11-ethyl-5-methyl-2-trifluoromethanesulfonyloxy-6H-dipyrido[3,2-b:2',3'-e][1,4]diazepin-6-one), CN1N=CC(=C1)I (N-methyl-4-iodopyrazole). Product: C(C)N1C2=C(N(C(C3=C1N=CC=C3)=O)C)C=CC(=N2)C=2C=NN(C2)C (5,11-Dihydro-11-ethyl-5-methyl-2-(1-methylpyrazol-4-yl)-6H-dipyrido[3,2-b:2',3'-e][1,4]diazepin-6-one). RXN SMILES: [CH2:1]([N:3]1[C:9]2[N:10]=[CH:11][CH:12]=[CH:13][C:8]=2[C:7](=[O:14])[N:6]([CH3:15])[C:5]2[CH:16]=[CH:17][C:18](OS(C(F)(F)F)(=O)=O)=[N:19][C:4]1=2)[CH3:2].[CH3:28][N:29]1[CH:33]=[C:32](I)[CH:31]=[N:30]1>>[CH2:1]([N:3]1[C:9]2[N:10]=[CH:11][CH:12]=[CH:13][C:8]=2[C:7](=[O:14])[N:6]([CH3:15])[C:5]2[CH:16]=[CH:17][C:18]([C:32]3[CH:31]=[N:30][N:29]([CH3:28])[CH:33]=3)=[N:19][C:4]1=2)[CH3:2]. Procedure: The title compound (mp 65°-67° C.) was prepared from 5,11-dihydro-11-ethyl-5-methyl-2-trifluoromethanesulfonyloxy-6H-dipyrido[3,2-b:2',3'-e][1,4]diazepin-6-one and N-methyl-4-iodopyrazole in a manner analogous to that described in Example 1. Solvent: C(C)(C)(C)O (t-butanol), C(C)OC(C)=O (ethylacetate), C([O-])(O)=O.[Na+] (sodium bicarbonate). Reported procedure: 5-(1-Allyl-3-m-tolyl-1H-pyrazol-4-yl)-1,3-diethyl-1,3-dihydro-benzoimidazol-2-one (obtained in the using the same procedure as utilized for the preparation of [4-(1,3-Diethyl-2-oxo-2,3-dihydro-1H-benzoimidazol-5-yl)-5-m-tolyl-pyrazol-1-yl]-acetic acid tert-butyl ester (0.135 g), substituting allyl iodide for t-butyl bromoacetate) (0.107 g) was diluted with t-butanol (3 mL). To this solution was added water (3 mL), sodium periodate (0.120 g) and catalytic osmium tetroxide (0.1 mL, 2.5% solution i... The product is C(C)N1C(N(C2=C1C=CC(=C2)C=2C(=NN(C2)CC=O)C=2C=C(C=CC2)C)CC)=O ([4-(1,3-Diethyl-2-oxo-2,3-dihydro-1H-benzoimidazol-5-yl)-3-m-tolyl-pyrazol-1-yl]-acetaldehyde). Run at temperature 23 celsius, time 2 hour. The reactants are C(C)(C)(C)OC(CN1N=CC(=C1C=1C=C(C=CC1)C)C1=CC2=C(N(C(N2CC)=O)CC)C=C1)=O ([4-(1,3-Diethyl-2-oxo-2,3-dihydro-1H-benzoimidazol-5-yl)-5-m-tolyl-pyrazol-1-yl]-acetic acid tert-butyl ester), O (water), I(=O)(=O)(=O)[O-].[Na+] (sodium periodate), BrCC(=O)OC(C)(C)C (t-butyl bromoacetate). The reagents and catalysts are [Os](=O)(=O)(=O)=O (osmium tetroxide). RXN SMILES: C(OC(=O)C[N:8]1[C:12]([C:13]2[CH:14]=[C:15]([CH3:19])[CH:16]=[CH:17][CH:18]=2)=[C:11]([C:20]2[CH:33]=[CH:32][C:23]3[N:24]([CH2:30][CH3:31])[C:25](=[O:29])[N:26]([CH2:27][CH3:28])[C:22]=3[CH:21]=2)[CH:10]=[N:9]1)(C)(C)C.Br[CH2:36][C:37](OC(C)(C)C)=[O:38].O.I([O-])(=O)(=O)=O.[Na+]>C(O)(C)(C)C.C(OC(=O)C)C.C(=O)(O)[O-].[Na+].[Os](=O)(=O)(=O)=O>[CH2:30]([N:24]1[C:23]2[CH:32]=[CH:33][C:20]([C:11]3[C:12]([C:13]4[CH:14]=[C:15]([CH3:19])[CH:16]=[CH:17][CH:18]=4)=[N:8][N:9]([CH2:36][CH:37]=[O:38])[CH:10]=3)=[CH:21][C:22]=2[N:26]([CH2:27][CH3:28])[C:25]1=[O:29])[CH3:31] |f:3.4,7.8|. Starting materials: O=C1c2ccccc2C(=O)N1CCCBr, c1ccc2c(c1)Cc1ccccc1N1CCNCC21. The product is O=C1c2ccccc2C(=O)N1CCCN1CCN2c3ccccc3Cc3ccccc3C2C1. RXN SMILES: [Br:20][CH2:21][CH2:22][CH2:23][N:24]1[C:25](=[O:34])[c:26]2[c:27]([cH:30][cH:31][cH:32][cH:33]2)[C:28]1=[O:29].[CH2:1]1[NH:2][CH2:3][CH2:4][N:5]2[CH:6]1[c:7]1[c:8]([cH:16][cH:17][cH:18][cH:19]1)[CH2:9][c:10]1[c:11]2[cH:12][cH:13][cH:14][cH:15]1>>[CH2:1]1[N:2]([CH2:21][CH2:22][CH2:23][N:24]2[C:25](=[O:34])[c:26]3[c:27]([cH:30][cH:31][cH:32][cH:33]3)[C:28]2=[O:29])[CH2:3][CH2:4][N:5]2[CH:6]1[c:7]1[c:8]([cH:16][cH:17][cH:18][cH:19]1)[CH2:9][c:10]1[c:11]2[cH:12][cH:13][cH:14][cH:15]1.